Dataset: the Open Reaction Database (ORD), a public repository of structured organic reaction records. Task: describe an organic reaction: reactants, conditions, products, and yield Starting materials: CCC(N)C(=O)OCC(C)C, O=C(O)Cc1cccc2scnc12. Product: CCC(NC(=O)Cc1cccc2scnc12)C(=O)OCC(C)C. Reaction SMILES: [NH2:14][CH:15]([C:16](=[O:17])[O:18][CH2:19][CH:20]([CH3:21])[CH3:22])[CH2:23][CH3:24].[s:1]1[cH:2][n:3][c:4]2[c:5]1[cH:6][cH:7][cH:8][c:9]2[CH2:10][C:11](=[O:12])[OH:13]>>[s:1]1[cH:2][n:3][c:4]2[c:5]1[cH:6][cH:7][cH:8][c:9]2[CH2:10][C:11](=[O:13])[NH:14][CH:15]([C:16](=[O:17])[O:18][CH2:19][CH:20]([CH3:21])[CH3:22])[CH2:23][CH3:24]. The reactants are COCOc1ccc(C2(C)COc3cc(OCOC)ccc3C2CCCCCCCCCO[Si](C)(C)C(C)(C)C)cc1, CCO, O. The product is COCOc1ccc(C2(C)COc3cc(OCOC)ccc3C2CCCCCCCCCO)cc1. RXN SMILES: [C:1]([Si:2]([CH3:3])([CH3:4])[O:6][CH2:7][CH2:8][CH2:9][CH2:10][CH2:11][CH2:12][CH2:13][CH2:14][CH2:15][CH:16]1[C:17]([CH3:30])([c:31]2[cH:32][cH:33][c:34]([O:37][CH2:38][O:39][CH3:40])[cH:35][cH:36]2)[CH2:18][O:19][c:20]2[cH:21][c:22]([O:26][CH2:27][O:28][CH3:29])[cH:23][cH:24][c:25]21)([CH3:5])([CH3:41])[CH3:42].[CH3:44][CH2:45][OH:46].[OH2:43]>>[OH:6][CH2:7][CH2:8][CH2:9][CH2:10][CH2:11][CH2:12][CH2:13][CH2:14][CH2:15][CH:16]1[C:17]([CH3:30])([c:31]2[cH:32][cH:33][c:34]([O:37][CH2:38][O:39][CH3:40])[cH:35][cH:36]2)[CH2:18][O:19][c:20]2[cH:21][c:22]([O:26][CH2:27][O:28][CH3:29])[cH:23][cH:24][c:25]21. RXN SMILES: [CH2:1]([C@H:8]1[CH2:12][O:11][C:10](=[O:13])[NH:9]1)[C:2]1[CH:7]=[CH:6][CH:5]=[CH:4][CH:3]=1.C(O)(C)(C)C.C([Li])CCC.CCCCCC.[CH3:30][O:31][C:32]1[C:40]([CH3:41])=[C:39]2[C:35]([C:36](=[O:42])[O:37][CH2:38]2)=[C:34]([O:43]COCCOC)[C:33]=1[CH2:50][CH2:51][CH:52]([CH3:67])[CH2:53][C@H:54](C)[C:55](N1[C@H](C(C)C)COC1=O)=[O:56].Cl>O1CCCC1.C(OCC)(=O)C>[CH2:1]([C@H:8]1[CH2:12][O:11][C:10](=[O:13])[N:9]1[C:55](=[O:56])[CH2:54][CH2:53]/[C:52](/[CH3:67])=[CH:51]/[CH2:50][C:33]1[C:34]([OH:43])=[C:35]2[C:39](=[C:40]([CH3:41])[C:32]=1[O:31][CH3:30])[CH2:38][O:37][C:36]2=[O:42])[C:2]1[CH:3]=[CH:4][CH:5]=[CH:6][CH:7]=1. Conditions: temperature 0 celsius. Run in C(C)(=O)OCC (ethyl acetate), O1CCCC1 (tetrahydrofuran). Procedure details: A solution of (S)-4-benzyl-2-oxazolidinone (177.4 g, 1 mol) and t-butyl alcohol (74.1 g , 1 mol) in anhydrous tetrahydrofuran (2 L) was cooled to -78° C. A 1.6M solution of n-butyllithium in hexane (1280 mL, 2 mol) was added maintaining a temperature below -30° C. After recooling to -78° C. the (E) 6-(1,3-dihydro-4-hydroxy-6-methoxy-7-methyl-3-oxoisobenzofuran-5-yl)-4-methyl-4-hexenoyl chloride solution (1 mol) was added and the mixture was allowed to warm to 0° C. over 2 hours. 2N Hydrochloric ... Starting materials: Cl (Hydrochloric acid), C(C1=CC=CC=C1)[C@@H]1NC(OC1)=O ((S)-4-benzyl-2-oxazolidinone), C(C)(C)(C)O (t-butyl alcohol), solution, C(CCC)[Li] (n-butyllithium), CCCCCC (hexane), COC1=C(C(=C2C(OCC2=C1C)=O)OCOCCOC)CCC(C[C@@H](C(=O)N1C(OC[C@H]1C(C)C)=O)C)C (3-[6-(1,3-dihydro-6-methoxy-4-methoxyethoxymethoxy-7-methyl-3-oxoisobenzofuran-5-yl)-2-(S),4-dimethylhexanoyl)-4-(R)-isopropyl-2-oxazolidinone). Product: C(C1=CC=CC=C1)[C@@H]1N(C(OC1)=O)C(CC\C(=C\CC=1C(=C2C(OCC2=C(C1OC)C)=O)O)\C)=O ((S)-4-benzyl-3-[(E) 6-(1,3-dihydro-4-hydroxy-6-methoxy-7-methyl-3-oxoisobenzofuran-5-yl)-4-methyl-4-hexenoyl]-2-oxazolidinone). Reactants: C(=O)O (formic acid), C(C)(=O)OC(C)=O (acetic anhydride), CC1=NC2=CC=CC=C2C(=C1)COC1=CC=C(C=C1)S(=O)(=O)CC(C=C1CCSCC1)NO (N-{2-[4-(2-methylquinolin-4-ylmethoxy)benzenesulfonyl]-1-(tetrahydrothiopyran-4-ylidenemethyl)ethyl}hydroxylamine). Solvent: O1CCCC1 (tetrahydrofuran). Reaction conditions: time 2 hour. The product is ON(C=O)C(CS(=O)(=O)C1=CC=C(C=C1)OCC1=CC(=NC2=CC=CC=C12)C)C=C1CCSCC1 (N-hydroxy-N-{2-[4-(2-methylquinolin-4-ylmethoxy)benzenesulfonyl]-1-(tetrahydrothiopyran-4-ylidenemethyl)ethyl}formamide). Isolated yield 34.0%. As a reaction SMILES: [CH:1](O)=[O:2].C(OC(=O)C)(=O)C.[CH3:11][C:12]1[CH:21]=[C:20]([CH2:22][O:23][C:24]2[CH:29]=[CH:28][C:27]([S:30]([CH2:33][CH:34]([NH:42][OH:43])[CH:35]=[C:36]3[CH2:41][CH2:40][S:39][CH2:38][CH2:37]3)(=[O:32])=[O:31])=[CH:26][CH:25]=2)[C:19]2[C:14](=[CH:15][CH:16]=[CH:17][CH:18]=2)[N:13]=1>O1CCCC1>[OH:43][N:42]([CH:34]([CH:35]=[C:36]1[CH2:37][CH2:38][S:39][CH2:40][CH2:41]1)[CH2:33][S:30]([C:27]1[CH:26]=[CH:25][C:24]([O:23][CH2:22][C:20]2[C:19]3[C:14](=[CH:15][CH:16]=[CH:17][CH:18]=3)[N:13]=[C:12]([CH3:11])[CH:21]=2)=[CH:29][CH:28]=1)(=[O:31])=[O:32])[CH:1]=[O:2]. Reported procedure: A mixture of formic acid (3.0 mL) and acetic anhydride (0.4 mL) premixed for 30 minutes at 0° C. was added to a solution of 0.28 g (0.58 mmol) of N-{2-[4-(2-methylquinolin-4-ylmethoxy)benzenesulfonyl]-1-(tetrahydrothiopyran-4-ylidenemethyl)ethyl}hydroxylamine (III-17) in tetrahydrofuran (4 mL) at 0° C., and stirred for another 2 hours at room temperature. After the reaction was completed, the solvent was removed under a reduced pressure, and then subjected to azeotropic distillation with toluene... Starting materials: COC=1C=C(C=C(C1OC)[N+](=O)[O-])C1=NOC(C1C=1C(=NC=CC1)C(F)(F)F)O (3-(3,4-dimethoxy-5-nitrophenyl)-4-(2-(trifluoromethyl)pyridin-3-yl)-4,5-dihydroisoxazol-5-ol), FC(C(=O)O)(F)F (trifluoroacetic acid). Run in C(C)(=O)OCC (ethyl acetate). Run at time 10 minute. The product is COC=1C=C(C=C(C1OC)[N+](=O)[O-])C1=NOC=C1C=1C(=NC=CC1)C(F)(F)F (3-(3,4-dimethoxy-5-nitrophenyl)-4-(2-(trifluoromethyl)pyridin-3-yl)isoxazole). Reaction SMILES: [CH3:1][O:2][C:3]1[CH:4]=[C:5]([C:14]2[CH:18]([C:19]3[C:20]([C:25]([F:28])([F:27])[F:26])=[N:21][CH:22]=[CH:23][CH:24]=3)[CH:17](O)[O:16][N:15]=2)[CH:6]=[C:7]([N+:11]([O-:13])=[O:12])[C:8]=1[O:9][CH3:10].FC(F)(F)C(O)=O>C(OCC)(=O)C>[CH3:1][O:2][C:3]1[CH:4]=[C:5]([C:14]2[C:18]([C:19]3[C:20]([C:25]([F:27])([F:28])[F:26])=[N:21][CH:22]=[CH:23][CH:24]=3)=[CH:17][O:16][N:15]=2)[CH:6]=[C:7]([N+:11]([O-:13])=[O:12])[C:8]=1[O:9][CH3:10]. Procedure: 3-(3,4-dimethoxy-5-nitrophenyl)-4-(2-(trifluoromethyl)pyridin-3-yl)-4,5-dihydroisoxazol-5-ol (2.06 g, 5 mmol) was heated in 20 mL of ethyl acetate to 70° C. To the resulting slurry was added trifluoroacetic acid (0.74 g, 6.5 mmol) dropwise. After 10 minutes, the reaction was evaporated to dryness and the residue was recrystallised from isopropanol to give 3-(3,4-dimethoxy-5-nitrophenyl)-4-(2-(trifluoromethyl)pyridin-3-yl)isoxazole, 1.224 g (62%). Starting materials: CC1(OC2=C(C3=C1CCC3)C(=CC(=C2)C(C)C(CCCCC)C)O)C (4,4-dimethyl-9-hydroxy-7-(3-methyl-2-octyl)-1,2,3,4-tetrahydrocyclopenta[ c][1]benzopyran), Cl.S1CCN(CC1)CCCC(=O)O (γ-thiomorpholinobutyric acid hydrochloride), C1(CCCCC1)N=C=NC1CCCCC1 (dicyclohexylcarbodiimide). Run in C(Cl)Cl (methylene chloride). Product: Cl.CC1(OC2=C(C3=C1CCC3)C(=CC(=C2)C(C)C(CCCCC)C)OC(CCCN2CCSCC2)=O)C (4,4-Dimethyl-9-[4-(thiomorpholino)butyryloxy]-7-(3-methyl-2-octyl)-1,2,3,4-tetrahydrocyclopenta[ c][1]benzopyran hydrochloride). Isolated yield 35.0%. Reaction SMILES: [CH3:1][C:2]1([CH3:25])[C:7]2[CH2:8][CH2:9][CH2:10][C:6]=2[C:5]2[C:11]([OH:24])=[CH:12][C:13]([CH:15]([CH:17]([CH3:23])[CH2:18][CH2:19][CH2:20][CH2:21][CH3:22])[CH3:16])=[CH:14][C:4]=2[O:3]1.[ClH:26].[S:27]1[CH2:32][CH2:31][N:30]([CH2:33][CH2:34][CH2:35][C:36](O)=[O:37])[CH2:29][CH2:28]1.C1(N=C=NC2CCCCC2)CCCCC1>C(Cl)Cl>[ClH:26].[CH3:25][C:2]1([CH3:1])[C:7]2[CH2:8][CH2:9][CH2:10][C:6]=2[C:5]2[C:11]([O:24][C:36](=[O:37])[CH2:35][CH2:34][CH2:33][N:30]3[CH2:29][CH2:28][S:27][CH2:32][CH2:31]3)=[CH:12][C:13]([CH:15]([CH:17]([CH3:23])[CH2:18][CH2:19][CH2:20][CH2:21][CH3:22])[CH3:16])=[CH:14][C:4]=2[O:3]1 |f:1.2,5.6|. Procedure details: A mixture of 1.5 g. (4.4 mmole) of 4,4-dimethyl-9-hydroxy-7-(3-methyl-2-octyl)-1,2,3,4-tetrahydrocyclopenta[ c][1]benzopyran, 0.99 g. (4.4 mmole) of γ-thiomorpholinobutyric acid hydrochloride, and 0.99 g. (4.8 mmole) of dicyclohexylcarbodiimide in 125 ml. of methylene chloride was stirred and heated at reflux for 16 hours. The reaction mixture was cooled and the byproduct of dicyclohexylurea was removed by suction filtration. The solvents were evaporated to give a residue which crystallized from... Reactants: Cl (hydrochloric acid), NC=1SC(=CC1C(=O)OC)CC (methyl 2-amino-5-ethylthiophene-3-carboxylate), N(=C=O)CCCC (1-isocyanatobutane), [H-].[Na+] (sodium hydride). Run in O (water), O1CCCC1 (tetrahydrofuran). Run at temperature 60 celsius. Yields the product C(CCC)N1C(NC2=C(C1=O)C=C(S2)CC)=O (3-butyl-6-ethylthieno[2,3-d]pyrimidine-2,4(1H,3H)-dione). Isolated yield 54.0%. RXN SMILES: [NH2:1][C:2]1[S:3][C:4]([CH2:11][CH3:12])=[CH:5][C:6]=1[C:7]([O:9]C)=O.[N:13]([CH2:16][CH2:17][CH2:18][CH3:19])=[C:14]=[O:15].[H-].[Na+].Cl>O.O1CCCC1>[CH2:16]([N:13]1[C:7](=[O:9])[C:6]2[CH:5]=[C:4]([CH2:11][CH3:12])[S:3][C:2]=2[NH:1][C:14]1=[O:15])[CH2:17][CH2:18][CH3:19] |f:2.3|. Procedure details: To a mixture of methyl 2-amino-5-ethylthiophene-3-carboxylate (2.5 g), 1-isocyanatobutane (1.52 mL) and tetrahydrofuran (20 ml) was added sodium hydride (1.2 g), and the mixture was stirred at 60° C. for. 5 hr. The reaction mixture was diluted with water, and the mixture was adjusted to pH 4 with 1N hydrochloric acid, the precipitated solid was collected by filtration. The obtained solid was recrystallized from ethyl acetate to give the title compound as colorless crystals (1.85 g, 54%). Starting materials: Cl.C1(CCCCC1)NC1=NC(=CC(N1)=O)C1=CNC2=NC=CC=C21 (2-(cyclohexylamino)-6-(1H-pyrrolo[2,3-b]pyridin-3-yl)pyrimidin-4(3H)-one hydrochloride), N (ammonia). Solvent: CO (methanol), CO (methanol). Reaction conditions: time 10 minute. Product: C1(CCCCC1)NC1=NC(=CC(N1)=O)C1=CNC2=NC=CC=C21 (2-(cyclohexylamino)-6-(1H-pyrrolo[2,3-b]pyridin-3-yl)pyrimidin-4(3H)-one). RXN SMILES: Cl.[CH:2]1([NH:8][C:9]2[NH:14][C:13](=[O:15])[CH:12]=[C:11]([C:16]3[C:24]4[C:19](=[N:20][CH:21]=[CH:22][CH:23]=4)[NH:18][CH:17]=3)[N:10]=2)[CH2:7][CH2:6][CH2:5][CH2:4][CH2:3]1.N>CO>[CH:2]1([NH:8][C:9]2[NH:14][C:13](=[O:15])[CH:12]=[C:11]([C:16]3[C:24]4[C:19](=[N:20][CH:21]=[CH:22][CH:23]=4)[NH:18][CH:17]=3)[N:10]=2)[CH2:3][CH2:4][CH2:5][CH2:6][CH2:7]1 |f:0.1|. Reported procedure: The HCl salt from EXAMPLE 1D was dissolved in methanol (500 mL) and 7M ammonia in methanol (13.9 mL, 97 mmol) was added dropwise. The mixture was stirred at room temperature for 10 minutes and concentrated. The residue was washed with water and concentrated to provide the title compound as the free base. MS (ESI) m/e 310 (M+H)+; 1H NMR (DMSO-d6) δ 1.17-1.81 (m, 8H), 1.93-2.07 (m, 2H), 3.71-3.98 (m, 1H), 6.05 (s, 1H), 6.37 (d, J=6.35 Hz, 1H), 7.15 (dd, J=8.13, 4.56 Hz, 1H), 8.19 (d, J=2.78 Hz, 1H...